From a dataset of the Open Reaction Database (ORD), a public repository of structured organic reaction records. describe an organic reaction: reactants, conditions, products, and yield The reactants are ClC1=CC=C2C(=CNC2=C1)C(=O)N1CCC(CC1)C1=C(C=CC=C1OC)OC ((6-chloro-1H-indol-3-yl)-[4-(2,6-dimethoxy-phenyl)-piperidin-1-yl]-methanone), ClCC(=O)N(C)C (2-chloro-N,N-dimethyl-acetamide). Yields the product ClC1=CC=C2C(=CN(C2=C1)CC(=O)N(C)C)C(=O)N1CCC(CC1)C1=C(C=CC=C1OC)OC (2-{6-Chloro-3-[4-(2,6-dimethoxy-phenyl)-piperidine-1-carbonyl]-indol-1-yl}-N,N-dimethyl-acetamide). As a reaction SMILES: [Cl:1][C:2]1[CH:10]=[C:9]2[C:5]([C:6]([C:11]([N:13]3[CH2:18][CH2:17][CH:16]([C:19]4[C:24]([O:25][CH3:26])=[CH:23][CH:22]=[CH:21][C:20]=4[O:27][CH3:28])[CH2:15][CH2:14]3)=[O:12])=[CH:7][NH:8]2)=[CH:4][CH:3]=1.Cl[CH2:30][C:31]([N:33]([CH3:35])[CH3:34])=[O:32]>>[Cl:1][C:2]1[CH:10]=[C:9]2[C:5]([C:6]([C:11]([N:13]3[CH2:14][CH2:15][CH:16]([C:19]4[C:24]([O:25][CH3:26])=[CH:23][CH:22]=[CH:21][C:20]=4[O:27][CH3:28])[CH2:17][CH2:18]3)=[O:12])=[CH:7][N:8]2[CH2:30][C:31]([N:33]([CH3:35])[CH3:34])=[O:32])=[CH:4][CH:3]=1. Reported procedure: Following general procedure II, the alkylation of (6-chloro-1H-indol-3-yl)-[4-(2,6-dimethoxy-phenyl)-piperidin-1-yl]-methanone (preparation described herein), with commercially available 2-chloro-N,N-dimethyl-acetamide gave the title compound. Starting materials: FC=1C=C2C=NC(=NC2=CC1)N1CC2CNCC2C1 (6-Fluoro-2-(hexahydropyrrolo[3,4-c]pyrrol-2(1H)-yl)quinazoline), BrC1=C(C(=O)O)C=CC=C1F (2-bromo-3-fluorobenzoic acid). Product: BrC1=C(C=CC=C1F)C(=O)N1CC2CN(CC2C1)C1=NC2=CC=C(C=C2C=N1)F ((2-Bromo-3-fluorophenyl)(5-(6-fluoroquinazolin-2-yl)hexahydropyrrolo[3,4-c]pyrrol-2(1H)-yl)methanone). As a reaction SMILES: [F:1][C:2]1[CH:3]=[C:4]2[C:9](=[CH:10][CH:11]=1)[N:8]=[C:7]([N:12]1[CH2:19][CH:18]3[CH:14]([CH2:15][NH:16][CH2:17]3)[CH2:13]1)[N:6]=[CH:5]2.[Br:20][C:21]1[C:29]([F:30])=[CH:28][CH:27]=[CH:26][C:22]=1[C:23](O)=[O:24]>>[Br:20][C:21]1[C:29]([F:30])=[CH:28][CH:27]=[CH:26][C:22]=1[C:23]([N:16]1[CH2:17][CH:18]2[CH:14]([CH2:13][N:12]([C:7]3[N:6]=[CH:5][C:4]4[C:9](=[CH:10][CH:11]=[C:2]([F:1])[CH:3]=4)[N:8]=3)[CH2:19]2)[CH2:15]1)=[O:24]. Reported procedure: The title compound was prepared in a manner analogous to Example 15, utilizing Intermediate 43 and 2-bromo-3-fluorobenzoic acid. MS (ESI): mass calculated for C21H17BrF2N4O, 458.1; m/z found 459.0 [M+H]+. 1H NMR (400 MHz, CDCl3): 8.95 (d, J=19.8, 1H), 8.01 (s, 1H), 7.59 (dt, J=13.3, 6.7, 1H), 7.52-7.40 (m, 1H), 7.40-7.28 (m, 1H), 7.18-7.05 (m, 2H), 4.01 (dt, J=12.8, 8.4, 2H), 3.95-3.85 (m, 1H), 3.80-3.48 (m, 4H), 3.27-3.04 (m, 3H). Starting materials: C1CNC1, CCOC(C)=O, CC(C)O, I[Cu]I, Nc1ccc(I)cc1F, [K+], [K+], [K+], OCCO, O=P([O-])([O-])[O-]. Yields the product Nc1ccc(N2CCC2)cc1F. RXN SMILES: [CH2:22]1[CH2:23][NH:24][CH2:25]1.[CH3:30][CH2:31][O:32][C:33](=[O:34])[CH3:35].[CH:26]([OH:27])([CH3:28])[CH3:29].[Cu:36]([I:37])[I:38].[F:1][c:2]1[c:3]([NH2:4])[cH:5][cH:6][c:7]([I:9])[cH:8]1.[K+:15].[K+:16].[K+:17].[OH:18][CH2:19][CH2:20][OH:21].[P:10]([O-:11])([O-:12])([O-:13])=[O:14]>>[F:1][c:2]1[c:3]([NH2:4])[cH:5][cH:6][c:7]([N:24]2[CH2:23][CH2:22][CH2:25]2)[cH:8]1. Starting materials: NC=1C=C(C=CC1)C1=NN2C(C=CC=C2)=C1C1=NC(=NC=C1)NC1=CC(=CC=C1)OCCCN(C)C (4-[2-(3-aminophenyl)pyrazolo[1,5-a]pyridin-3-yl]-N-(3-{[3-(dimethylamino)propyl]oxy}phenyl)-2-pyrimidinamine), S1C(=CC=C1)CC(=O)Cl (2-thienylacetyl chloride). The product is CN(CCCOC=1C=C(C=CC1)NC1=NC=CC(=N1)C=1C(=NN2C1C=CC=C2)C=2C=C(C=CC2)NC(CC=2SC=CC2)=O)C (N-[3-(3-{2-[(3-{[3-(Dimethylamino)propyl]oxy}phenyl)amino]-4-pyrimidinyl}pyrazolo[1,5-a]pyridin-2-yl)phenyl]-2-(2-thienyl)acetamide). Yield: 48.0%. Reaction SMILES: [NH2:1][C:2]1[CH:3]=[C:4]([C:8]2[C:16]([C:17]3[CH:22]=[CH:21][N:20]=[C:19]([NH:23][C:24]4[CH:29]=[CH:28][CH:27]=[C:26]([O:30][CH2:31][CH2:32][CH2:33][N:34]([CH3:36])[CH3:35])[CH:25]=4)[N:18]=3)=[C:11]3[CH:12]=[CH:13][CH:14]=[CH:15][N:10]3[N:9]=2)[CH:5]=[CH:6][CH:7]=1.[S:37]1[CH:41]=[CH:40][CH:39]=[C:38]1[CH2:42][C:43](Cl)=[O:44]>>[CH3:36][N:34]([CH3:35])[CH2:33][CH2:32][CH2:31][O:30][C:26]1[CH:25]=[C:24]([NH:23][C:19]2[N:18]=[C:17]([C:16]3[C:8]([C:4]4[CH:3]=[C:2]([NH:1][C:43](=[O:44])[CH2:42][C:38]5[S:37][CH:41]=[CH:40][CH:39]=5)[CH:7]=[CH:6][CH:5]=4)=[N:9][N:10]4[CH:15]=[CH:14][CH:13]=[CH:12][C:11]=34)[CH:22]=[CH:21][N:20]=2)[CH:29]=[CH:28][CH:27]=1. Procedure: The title compound was synthesized from 4-[2-(3-aminophenyl)pyrazolo[1,5-a]pyridin-3-yl]-N-(3-{[3-(dimethylamino)propyl]oxy}phenyl)-2-pyrimidinamine using acylation with 2-thienylacetyl chloride as described in Example 10, Step E to yield a light brown solid in 48% yield. 1H NMR (400 MHz, DMSO-D6) δ ppm 1.8 (s, 2H) 2.1 (s, 6H) 2.3 (s, 2H) 3.9 (s, 2H) 3.9 (d, J=6.2 Hz, 2H) 6.5 (m, 2H) 7.0 (m, 2H) 7.1 (m, 2H) 7.3 (s, 2H) 7.4 (m, 2H) 7.5 (m, 2H) 7.7 (m, 1H) 7.9 (d, J=2.2 Hz, 1H) 8.2 (d, J=5.3 Hz, 1... The product is COC=1C=C(CN2C(CCCC2)C=2OC3=C(C2)C=CC=C3)C=C(C1OC)OC (1-(3,4,5-trimethoxybenzyl)-2-(2-benzofuranyl)-piperidine). Starting materials: COC=1C=C(C(=O)N2CCC(CC2)C=2OC3=C(C2)C=CC=C3)C=C(C1OC)OC (1-(3,4,5-trimethoxybenzoyl)-4-(2-benzofuranyl)-piperidine), [H-].[Al+3].[Li+].[H-].[H-].[H-] (lithium aluminium hydride), O1CCCC1 (tetrahydrofuran), O1CCCC1 (tetrahydrofuran), O (water), [H-].[Al+3].[Li+].[H-].[H-].[H-] (lithium aluminium hydride). Procedure details: A solution of 27.6 g of 1-(3,4,5-trimethoxybenzoyl)-4-(2-benzofuranyl)-piperidine in 150 ml of tetrahydrofuran is added dropwise to a refluxing solution of 4.0 g of lithium aluminium hydride in 120 ml of tetrahydrofuran. After 4 hours' refluxing, the reaction mixture is cooled, and the excess lithium aluminium hydride decomposed at -10° by means of 4 ml of water. The reaction solution is filtered off under suction, the filter residue then washed with 1 liter of chloroform, and the combined filtr... RXN SMILES: [CH3:1][O:2][C:3]1[CH:4]=[C:5]([CH:23]=[C:24]([O:28][CH3:29])[C:25]=1[O:26][CH3:27])[C:6]([N:8]1[CH2:13][CH2:12][CH:11](C2OC3C=CC=CC=3C=2)[CH2:10][CH2:9]1)=O.[H-].[Al+3].[Li+].[H-].[H-].[H-].O.[O:37]1[CH2:41][CH2:40][CH2:39][CH2:38]1>>[CH3:1][O:2][C:3]1[CH:4]=[C:5]([CH:23]=[C:24]([O:28][CH3:29])[C:25]=1[O:26][CH3:27])[CH2:6][N:8]1[CH2:9][CH2:10][CH2:11][CH2:12][CH:13]1[C:38]1[O:37][C:41]2[CH:24]=[CH:25][CH:3]=[CH:4][C:40]=2[CH:39]=1 |f:1.2.3.4.5.6|.